This data is from the Open Reaction Database (ORD), a public repository of structured organic reaction records. The task is: describe an organic reaction: reactants, conditions, products, and yield Starting materials: CCO, O=[N+]([O-])c1ccc(Oc2ccc(Cl)cc2)cc1, [H][H], O=[Pt]. Product: Nc1ccc(Oc2ccc(Cl)cc2)cc1. As a reaction SMILES: [CH3:20][CH2:21][OH:22].[Cl:1][c:2]1[cH:3][cH:4][c:5]([O:6][c:7]2[cH:8][cH:9][c:10]([N+:13]([O-:14])=[O:15])[cH:11][cH:12]2)[cH:16][cH:17]1.[H:18][H:19].[Pt:23]=[O:24]>>[Cl:1][c:2]1[cH:3][cH:4][c:5]([O:6][c:7]2[cH:8][cH:9][c:10]([NH2:13])[cH:11][cH:12]2)[cH:16][cH:17]1. Reactants: CCOC(=O)C (EtOAc), ClC1=NC2=CC=CC(=C2C(=C1)Cl)Cl (2.4,5-trichloroquinoline), O([K])C (KOMe), suspension. Run in CO (MeOH). Product: ClC1=NC2=CC=CC(=C2C(=C1)OC)Cl (2,5-Dichloro-4-methoxyquinoline). As a reaction SMILES: [Cl:1][C:2]1[CH:11]=[C:10](Cl)[C:9]2[C:4](=[CH:5][CH:6]=[CH:7][C:8]=2[Cl:13])[N:3]=1.[O:14]([CH3:16])[K].CCOC(C)=O>CO>[Cl:1][C:2]1[CH:11]=[C:10]([O:14][CH3:16])[C:9]2[C:4](=[CH:5][CH:6]=[CH:7][C:8]=2[Cl:13])[N:3]=1. Procedure details: To 2.4,5-trichloroquinoline (0.79 g, 3.4 mmol) was added KOMe (20.4 ml of a 0.5 M suspension in MeOH). The mixture was heated under reflux for 2.5 h. EtOAc was added and the solution was allowed to cool to room temperature. The solvent was evaporated in vacuo and the residue submitted to column chromatography (silica gel, EtOAc:hexanes 1:6→1:3). 4,5-Dichloro-2-methoxyquinoline eluted first, then 2,4,5-trichloroquinoline. followed by the title compound, a colourless solid, (0.43 g, 44%). δH (CDCl... As a reaction SMILES: O[CH:2]([C:4]1[CH:9]=[CH:8][CH:7]=[CH:6]N=1)[CH3:3].C1(CC[CH:18]([OH:20])C)C=CC=CC=1.C1C2C3[NH+]([O-:30])C(C2)CC1C3>>[CH3:18][O:20][C:4]1[CH:9]=[CH:8][C:7]([CH2:6][OH:30])=[CH:3][CH:2]=1. Starting materials: OC(C)C1=NC=CC=C1 (2-(1-Hydroxyethyl)pyridine), C1(=CC=CC=C1)CCC(C)O (4-phenylbutan-2-ol), C1C2CC3CC1C(C2)[NH+]3[O-] (Nor-AZADO). Procedure: 2-(1-Hydroxyethyl)pyridine (76.8 mg, 0.624 mmol) was oxidized in the same manner as that described in Example 8, (a) (except that Nor-AZADO was used at 3 mol %, and the reaction was performed at room temperature) to obtain the objective compound (66.0 mg; yield, 87.4%). The spectrum data were found to be the same as those obtained in Example 6, (h). The product is COC1=CC=C(CO)C=C1 (4-methoxybenzyl alcohol).